From a dataset of the Open Reaction Database (ORD), a public repository of structured organic reaction records. describe an organic reaction: reactants, conditions, products, and yield The reactants are C(=O)(OC(C)(C)C)C(C=O)N (Boc-aminoacetaldehyde), C(C1=CC=CC=C1)OC([C@@H](N)C)=O (Alanine benzyl ester), C(C)(=O)O (acetic acid), C(#N)[BH3-].[Na+] (sodium cyanoborohydride), C([O-])([O-])=O.[Na+].[Na+] (sodium carbonate). Run in O (Water), CO (MeOH), CO (MeOH). Conditions: temperature 0 celsius. Product: C(C1=CC=CC=C1)OC([C@@H](NCC(C(=O)OC(C)(C)C)N)C)=O (N-(2-Boc-amino-ethyl)alanine benzyl ester). Yield: 143.1%. As a reaction SMILES: [CH2:1]([O:8][C:9](=[O:13])[C@H:10]([CH3:12])[NH2:11])[C:2]1[CH:7]=[CH:6][CH:5]=[CH:4][CH:3]=1.C(O)(=O)C.C([BH3-])#N.[Na+].[C:22]([CH:29]([NH2:32])[CH:30]=O)([O:24][C:25]([CH3:28])([CH3:27])[CH3:26])=[O:23].C(=O)([O-])[O-].[Na+].[Na+]>CO.O>[CH2:1]([O:8][C:9](=[O:13])[C@H:10]([CH3:12])[NH:11][CH2:30][CH:29]([NH2:32])[C:22]([O:24][C:25]([CH3:28])([CH3:27])[CH3:26])=[O:23])[C:2]1[CH:7]=[CH:6][CH:5]=[CH:4][CH:3]=1 |f:2.3,5.6.7|. Procedure details: Alanine benzyl ester (10, 8.82 g, 49 mmol, 1 eq) was dissolved in MeOH (100 ml) and glacial acetic acid (10.34 g, 172 mmol, 3.5 eq) was added. The mixture was stirred at 0° C. under nitrogen and sodium cyanoborohydride (10.82 g, 172 mmol, 3.5 eq) was added. Boc-aminoacetaldehyde (15.67 g, 98 mmol, 2 eq) in MeOH (200 ml) was added dropwise during 2 h. The reaction mixture was stirred at 0° C. for 35 min. and then at 4-5° C. overnight. Water (300 ml) was added to the reaction mixture and the pH wa...